From a dataset of the Open Reaction Database (ORD), a public repository of structured organic reaction records. describe an organic reaction: reactants, conditions, products, and yield As a reaction SMILES: [NH2:1][CH:2]1[C:15](=[O:16])[N:4]2[CH:5]([C:10]3[NH:14][N:13]=[N:12][N:11]=3)[C:6]([CH3:9])([CH3:8])[S:7][C@H:3]12.[OH-].[Na+].[N:19]([CH2:22][C:23]1[CH:28]=[CH:27][CH:26]=[CH:25][C:24]=1[CH2:29][C:30](O)=[O:31])=[N+:20]=[N-:21].Cl.CN(C)CCCN=C=NCC>O1CCCC1.O>[N:19]([CH2:22][C:23]1[CH:28]=[CH:27][CH:26]=[CH:25][C:24]=1[CH2:29][C:30]([NH:1][CH:2]1[C:15](=[O:16])[N:4]2[CH:5]([C:10]3[NH:11][N:12]=[N:13][N:14]=3)[C:6]([CH3:8])([CH3:9])[S:7][C@H:3]12)=[O:31])=[N+:20]=[N-:21] |f:1.2,4.5,6.7|. Product: N(=[N+]=[N-])CC1=C(C=CC=C1)CC(=O)NC1[C@@H]2N(C(C(S2)(C)C)C2=NN=NN2)C1=O (6-(2-[2-Azidomethylphenyl]acetamido)-2,2-dimethyl3-(5-tetrazolyl)penam). The solvent is O1CCCC1.O (tetrahydrofuran water). Run at temperature 0 celsius, time 3 hour. Starting materials: NC1[C@@H]2N(C(C(S2)(C)C)C2=NN=NN2)C1=O (6-amino-2,2-dimethyl-3-(5-tetrazolyl)penam), Cl.CN(CCCN=C=NCC)C (1(3-dimethylaminopropyl)-3-ethylcarbodiimide hydrochloride), [OH-].[Na+] (sodium hydroxide), N(=[N+]=[N-])CC1=C(C=CC=C1)CC(=O)O (2-(2-azidomethylphenyl)-acetic acid). Procedure: A stirred suspension of 21.73 g. of 6-amino-2,2-dimethyl-3-(5-tetrazolyl)penam in 400 ml. of a 50:50 mixture of tetrahydrofuran-water is cooled to ca. 0° C. and the pH is adjusted to 7.5 using 1.0N sodium hydroxide. To the solution thus obtained, is added 17.3 g. of 2-(2-azidomethylphenyl)-acetic acid (U.S. Pat. No. 3,766,175), followed by 17.4 g. of 1(3-dimethylaminopropyl)-3-ethylcarbodiimide hydrochloride. The pH drops to 5.5. The reaction mixture is then stirred at ambient temperature, at pH... Reactants: S(=O)(Cl)Cl (thionyl chloride), BrC1=CC=C(C=C1)N1N=CC(=C1C)C(=O)O (1-(4-bromophenyl)-5-methyl-1H-pyrazole-4-carboxylic acid), C1(=CC=CC=C1)C (Toluene). Yields the product C(C)OC(=O)C=1C=NN(C1C)C1=CC=C(C=C1)Br (1-(4-bromophenyl)-5-methyl-1H-pyrazole-4-carboxylic acid ethyl ester). Reaction SMILES: S(Cl)(Cl)=O.[Br:5][C:6]1[CH:11]=[CH:10][C:9]([N:12]2[C:16]([CH3:17])=[C:15]([C:18]([OH:20])=[O:19])[CH:14]=[N:13]2)=[CH:8][CH:7]=1.[C:21]1(C)C=CC=C[CH:22]=1>>[CH2:21]([O:19][C:18]([C:15]1[CH:14]=[N:13][N:12]([C:9]2[CH:8]=[CH:7][C:6]([Br:5])=[CH:11][CH:10]=2)[C:16]=1[CH3:17])=[O:20])[CH3:22]. Reported procedure: Toluene (40 ml) and thionyl chloride (8.0 ml) were added to 1-(4-bromophenyl)-5-methyl-1H-pyrazole-4-carboxylic acid (20.50 g) described in reference Example 13, stirred under reflux and the solvent was evaporated in vacuo. Pyridine (20 ml) and ethanol (40 ml) were added to the residue, and the mixture was stirred again under reflux and then the solvent was evaporated in vacuo. A saturated aqueous solution of sodium bicarbonate was added to the residue, and the mixture was extracted with ethyl a... Reactants: COCN(Cc1ccccc1)C[Si](C)(C)C, ClCCl, O=C(O)C(F)(F)F, O=C1C=CCCC1. As a reaction SMILES: [CH2:1]([c:2]1[cH:3][cH:4][cH:5][cH:6][cH:7]1)[N:8]([CH2:9][Si:12]([CH3:13])([CH3:15])[CH3:16])[CH2:14][O:10][CH3:11].[Cl:31][CH2:32][Cl:33].[F:24][C:25]([F:26])([F:27])[C:28]([OH:29])=[O:30].[O:17]=[C:18]1[CH2:19][CH2:20][CH2:21][CH:22]=[CH:23]1>>[CH2:1]([c:2]1[cH:3][cH:4][cH:5][cH:6][cH:7]1)[N:8]1[CH2:9][CH:23]2[C:18](=[O:17])[CH2:19][CH2:20][CH2:21][CH:22]2[CH2:14]1. Yields the product O=C1CCCC2CN(Cc3ccccc3)CC12. Reactants: C(C1=CC=CC=C1)OC1=CC=2CC[C@H]3[C@@H]4CC[C@@H]([C@@]4(C)CC(=C3C2C=C1)CC=C)OCC1=CC=CC=C1 (3,17β-bis(benzyloxy)-11-(2-propenyl) estra-1,3,5(10),9(11)-tetraene), FC(CCCC(C(=O)OCC)CCCCCC=C)(C(F)(F)F)F (ethyl 2-(4,4,5,5,5-pentafluoro-pentyl)-8-nonenoate). The product is OC1=CC=2CC[C@H]3[C@@H]4CC[C@@H]([C@@]4(C)C[C@@H]([C@@H]3C2C=C1)CCCCCCCCC(C(=O)O)CCCC(C(F)(F)F)(F)F)O (10-(3,17β-dihydroxyestra-1,3,5(10)-trien-11β-yl)-2-(4,4,5,5,5-pentafluoropentyl)decanoic acid). As a reaction SMILES: C([O:8][C:9]1[CH:26]=[CH:25][C:24]2[C:23]3[C@H:14]([C@H:15]4[C@@:19]([CH2:21][C:22]=3[CH2:27]C=C)([CH3:20])[C@@H:18]([O:30]CC3C=CC=CC=3)[CH2:17][CH2:16]4)[CH2:13][CH2:12][C:11]=2[CH:10]=1)C1C=CC=CC=1.[F:38][C:39]([F:60])([C:56]([F:59])([F:58])[F:57])[CH2:40][CH2:41][CH2:42][CH:43]([CH2:49][CH2:50][CH2:51][CH2:52][CH2:53][CH:54]=[CH2:55])[C:44]([O:46]CC)=[O:45]>>[OH:8][C:9]1[CH:26]=[CH:25][C:24]2[C@@H:23]3[C@H:14]([C@H:15]4[C@@:19]([CH2:21][C@@H:22]3[CH2:27][CH2:55][CH2:54][CH2:53][CH2:52][CH2:51][CH2:50][CH2:49][CH:43]([CH2:42][CH2:41][CH2:40][C:39]([F:38])([F:60])[C:56]([F:57])([F:58])[F:59])[C:44]([OH:46])=[O:45])([CH3:20])[C@@H:18]([OH:30])[CH2:17][CH2:16]4)[CH2:13][CH2:12][C:11]=2[CH:10]=1. Procedure: Starting with the 3,17β-bis(benzyloxy)-11-(2-propenyl) estra-1,3,5(10),9(11)-tetraene prepared in Example 20 and ethyl 2-(4,4,5,5,5-pentafluoro-pentyl)-8-nonenoate prepared separately, the same procedure as shown in Example 20 was repeated to give 10-(3,17β-dihydroxyestra-1,3,5(10)-trien-11β-yl)-2-(4,4,5,5,5-pentafluoropentyl)decanoic acid. Reactants: ice, C(C1=CC=CC=C1)O[C@@H](C)[C@@H](CCN1C=CC2=CC=C(C=C12)Cl)N1C=NC(=C1)C(=O)N (1-[(2S,3R)-2-benzyloxy-5-(6-chloroindol-1-yl)-3-pentyl]imidazole-4-carboxamide), C[Si](C)(C)I (trimethylsilyl iodide). Run in C(Cl)(Cl)Cl (chloroform). Conditions: time 3 minute. Product: ClC1=CC=C2C=CN(C2=C1)CC[C@H]([C@H](C)O)N1C=NC(=C1)C(=O)N (1-[(2S,3R)-5-(6-chloroindol-1-yl)-2-hydroxy-3-pentyl]imidazole-4-carboxamide). Yield: 52.7%. RXN SMILES: C([O:8][C@H:9]([C@H:11]([N:24]1[CH:28]=[C:27]([C:29]([NH2:31])=[O:30])[N:26]=[CH:25]1)[CH2:12][CH2:13][N:14]1[C:22]2[C:17](=[CH:18][CH:19]=[C:20]([Cl:23])[CH:21]=2)[CH:16]=[CH:15]1)[CH3:10])C1C=CC=CC=1.C[Si](I)(C)C>C(Cl)(Cl)Cl>[Cl:23][C:20]1[CH:21]=[C:22]2[C:17]([CH:16]=[CH:15][N:14]2[CH2:13][CH2:12][C@@H:11]([N:24]2[CH:28]=[C:27]([C:29]([NH2:31])=[O:30])[N:26]=[CH:25]2)[C@@H:9]([OH:8])[CH3:10])=[CH:18][CH:19]=1. Procedure details: To an ice cooled solution of 1-[(2S,3R)-2-benzyloxy-5-(6-chloroindol-1-yl)-3-pentyl]imidazole-4-carboxamide (47.9 mg, 0.110 mmol) in chloroform (5 ml) was added trimethylsilyl iodide (42.6 mg, 0.213 mmol). After 3 minutes, the ice bath was removed, and then stirred at room temperature for 3 hours. The reaction was quenched by addition of methanol. This mixture was extracted with ethyl acetate, and the extracts were washed with brine, dried (sodium sulfate) and evaporated in vacuo. The residue wa...